From a dataset of the Open Reaction Database (ORD), a public repository of structured organic reaction records. describe an organic reaction: reactants, conditions, products, and yield Starting materials: Clc1ncc(Br)c(Cl)n1, C1CCOC1, Cl, [Na+], [OH-]. Yields the product O=c1[nH]c(Cl)ncc1Br. RXN SMILES: [Br:1][c:2]1[c:3]([Cl:9])[n:4][c:5]([Cl:8])[n:6][cH:7]1.[CH2:13]1[O:14][CH2:15][CH2:16][CH2:17]1.[ClH:12].[Na+:11].[OH-:10]>>[Br:1][c:2]1[c:3](=[O:10])[nH:4][c:5]([Cl:8])[n:6][cH:7]1. The reactants are IC1=C(C(=O)O)C(=CC=C1)C (2-iodo-6-methylbenzoic acid), NC[C@H]1N(CCC[C@H]1C)C(=O)C1=C(C=CC=C1C1=NC=CC=N1)C (((2S,3R)-2-(aminomethyl)-3-methylpiperidin-1-yl)(2-methyl-6-(pyrimidin-2-yl)phenyl)methanone), FC1=NC=C(C=C1)C(F)(F)F (2-fluoro-5-(trifluoromethyl)pyridine). The product is C[C@H]1[C@H](N(CCC1)C(=O)C1=C(C=CC=C1C1=NC=CC=N1)C)CNC1=NC=C(C=C1)C(F)(F)F (((2S,3R)-3-Methyl-2-(((5-(trifluoromethyl)pyridin-2-yl)amino)methyl)piperidin-1-yl)(2-methyl-6-(pyrimidin-2-yl)phenyl)methanone). Reaction SMILES: IC1C=CC=C(C)C=1C(O)=O.[NH2:12][CH2:13][C@@H:14]1[C@H:19]([CH3:20])[CH2:18][CH2:17][CH2:16][N:15]1[C:21]([C:23]1[C:28]([C:29]2[N:34]=[CH:33][CH:32]=[CH:31][N:30]=2)=[CH:27][CH:26]=[CH:25][C:24]=1[CH3:35])=[O:22].F[C:37]1[CH:42]=[CH:41][C:40]([C:43]([F:46])([F:45])[F:44])=[CH:39][N:38]=1>>[CH3:20][C@@H:19]1[CH2:18][CH2:17][CH2:16][N:15]([C:21]([C:23]2[C:28]([C:29]3[N:30]=[CH:31][CH:32]=[CH:33][N:34]=3)=[CH:27][CH:26]=[CH:25][C:24]=2[CH3:35])=[O:22])[C@@H:14]1[CH2:13][NH:12][C:37]1[CH:42]=[CH:41][C:40]([C:43]([F:46])([F:45])[F:44])=[CH:39][N:38]=1. Reported procedure: The title compound was prepared following the same general protocol as described for Example A230 using 2-iodo-6-methylbenzoic acid to make ((2S,3R)-2-(aminomethyl)-3-methylpiperidin-1-yl)(2-methyl-6-(pyrimidin-2-yl)phenyl)methanone and 2-fluoro-5-(trifluoromethyl)pyridine. ESI-MS (m/z): 470 [M+1]+. Reactants: CC1=C(C=CC=C1C)OC1=CC=C(C=N1)N (6-[(2,3-dimethylphenyl)oxy]-3-pyridinamine), CC(C)C=1C=C(C=CC1)OC1=CC=C(C=N1)N (6-{[3-(1-methylethyl)phenyl]oxy}-3-pyridinamine), methyl (2E/Z)-2-(1-methoxyethylidene)hydrazinecarboxylate, Intermediate 21, COC(=O)NN=COC (methyl-2-[1-(methyloxy)methylidene]hydrazinecarboxylate), COC(=O)NN=COC (methyl-2-[1-(methyloxy)methylidene]hydrazinecarboxylate). The product is CC(C)C=1C=C(C=CC1)OC1=CC=C(C=N1)N1C(NN=C1)=O (4-(6-{[3-(1-methylethyl)phenyl]oxy}-3-pyridinyl)-2,4-dihydro-3H-1,2,4-triazol-3-one). As a reaction SMILES: CC1C(C)=CC=CC=1OC1N=CC(N)=CC=1.[CH3:17][CH:18]([C:20]1[CH:21]=[C:22]([O:26][C:27]2[N:32]=[CH:31][C:30]([NH2:33])=[CH:29][CH:28]=2)[CH:23]=[CH:24][CH:25]=1)[CH3:19].C[O:35][C:36]([NH:38][N:39]=[CH:40]OC)=O>>[CH3:19][CH:18]([C:20]1[CH:21]=[C:22]([O:26][C:27]2[N:32]=[CH:31][C:30]([N:33]3[CH:40]=[N:39][NH:38][C:36]3=[O:35])=[CH:29][CH:28]=2)[CH:23]=[CH:24][CH:25]=1)[CH3:17]. Reported procedure: The title compound was prepared in a similar way with respect to Example 50 replacing 6-[(2,3-dimethylphenyl)oxy]-3-pyridinamine with 6-{[3-(1-methylethyl)phenyl]oxy}-3-pyridinamine and methyl (2E/Z)-2-(1-methoxyethylidene)hydrazinecarboxylate (Intermediate 21) with methyl-2-[1-(methyloxy)methylidene]hydrazinecarboxylate (Intermediate 28). The title compound, 21 mg, was obtained by preparative HPLC. Reactants: Cn1c(-c2ccnc(C#Cc3cccc(Cl)c3)n2)cc2c1CCN(C(=O)OC(C)(C)C)C2=O, Cl, C1COCCO1. The product is Cn1c(-c2ccnc(C#Cc3cccc(Cl)c3)n2)cc2c1CCNC2=O. Reaction SMILES: [C:1]([O:2][C:3](=[O:4])[N:8]1[C:9](=[O:33])[c:10]2[c:11]([n:14]([CH3:32])[c:15](-[c:17]3[n:18][c:19]([C:23]#[C:24][c:25]4[cH:26][c:27]([Cl:31])[cH:28][cH:29][cH:30]4)[n:20][cH:21][cH:22]3)[cH:16]2)[CH2:12][CH2:13]1)([CH3:5])([CH3:6])[CH3:7].[ClH:34].[O:35]1[CH2:36][CH2:37][O:38][CH2:39][CH2:40]1>>[NH:8]1[C:9](=[O:33])[c:10]2[c:11]([n:14]([CH3:32])[c:15](-[c:17]3[n:18][c:19]([C:23]#[C:24][c:25]4[cH:26][c:27]([Cl:31])[cH:28][cH:29][cH:30]4)[n:20][cH:21][cH:22]3)[cH:16]2)[CH2:12][CH2:13]1. Reactants: C1(=CC=CC=C1)C(=O)C(O)C1=CC=CC=C1 (benzoin), COC1OC=CCC1 (2-methoxy-2,3-dihydro-4H-pyran). The solvent is C1=CC=CC=C1 (benzene). The product is COC1(OCCCC1)OC(C(C1=CC=CC=C1)=O)C1=CC=CC=C1 (benzoin 2-methoxy-tetrahydropyranyl ether). The yield is 87.4%. RXN SMILES: [C:1]1([C:7]([CH:9]([C:11]2[CH:16]=[CH:15][CH:14]=[CH:13][CH:12]=2)[OH:10])=[O:8])[CH:6]=[CH:5][CH:4]=[CH:3][CH:2]=1.[CH3:17][O:18][CH:19]1[CH2:24][CH2:23][CH:22]=[CH:21][O:20]1>C1C=CC=CC=1>[CH3:17][O:18][C:19]1([O:8][CH:7]([C:1]2[CH:2]=[CH:3][CH:4]=[CH:5][CH:6]=2)[C:9](=[O:10])[C:11]2[CH:16]=[CH:15][CH:14]=[CH:13][CH:12]=2)[CH2:24][CH2:23][CH2:22][CH2:21][O:20]1. Procedure details: 85 parts of benzoin are reacted with 68.4 parts (50% molar excess) of 2-methoxy-2,3-dihydro-4H-pyran in 120 parts by volume of benzene, analogously to Example 1. The resulting benzoin 2-methoxy-tetrahydropyranyl ether, obtained in a yield of 87.4% of theory, boils at 195° to 200° C/0.3 mm Hg and has the following structure: ##STR7## NMR spectrum (in CDCl3): δ = 1.0 -2.4 (multiplet, 6 protons) The reactants are COC1CCC(N1C(=O)OC(C)(C)C)(C)C (tert-butyl 5-methoxy-2,2-dimethylpyrrolidine-1-carboxylate), C1(=CC=CC=C1)C (toluene), C(C1=CC=CC=C1)[C@H]1N(C(OC1)=O)C(CC1=CC=C(C=C1)Br)=O ((R)-4-benzyl-3-(2-(4-bromophenyl)acetyl)oxazolidin-2-one), CCN(C(C)C)C(C)C (DIEA). Reagents/catalysts: Cl[Ti](Cl)(Cl)Cl (TiCl4). Run in C(Cl)Cl (DCM), C(Cl)Cl (DCM). Conditions: temperature -78 celsius, time 15 minute. The product is C(C1=CC=CC=C1)[C@H]1N(C(OC1)=O)C([C@H](C1=CC=C(C=C1)Br)[C@@H]1CCC(N1C(=O)OC(C)(C)C)(C)C)=O ((S)-tert-butyl 5-((R)-2-((R)-4-benzyl-2-oxooxazolidin-3-yl)-1-(4-bromophenyl)-2-oxoethyl)-2,2-dimethylpyrrolidine-1-carboxylate). Yield: 85.1%. Reaction SMILES: C1(C)C=CC=CC=1.[CH2:8]([C@@H:15]1[CH2:19][O:18][C:17](=[O:20])[N:16]1[C:21](=[O:30])[CH2:22][C:23]1[CH:28]=[CH:27][C:26]([Br:29])=[CH:25][CH:24]=1)[C:9]1[CH:14]=[CH:13][CH:12]=[CH:11][CH:10]=1.CCN(C(C)C)C(C)C.CO[CH:42]1[N:46]([C:47]([O:49][C:50]([CH3:53])([CH3:52])[CH3:51])=[O:48])[C:45]([CH3:55])([CH3:54])[CH2:44][CH2:43]1>C(Cl)Cl.Cl[Ti](Cl)(Cl)Cl>[CH2:8]([C@@H:15]1[CH2:19][O:18][C:17](=[O:20])[N:16]1[C:21](=[O:30])[C@@H:22]([C@H:42]1[N:46]([C:47]([O:49][C:50]([CH3:53])([CH3:52])[CH3:51])=[O:48])[C:45]([CH3:55])([CH3:54])[CH2:44][CH2:43]1)[C:23]1[CH:24]=[CH:25][C:26]([Br:29])=[CH:27][CH:28]=1)[C:9]1[CH:14]=[CH:13][CH:12]=[CH:11][CH:10]=1. Procedure details: TiCl4 in toluene (3.52 mL, 3.52 mmol) was added to a solution of (R)-4-benzyl-3-(2-(4-bromophenyl)acetyl)oxazolidin-2-one (1.26 g, 3.35 mmol) in DCM (30 mL) at −78° C. DIEA (0.64 mL, 3.69 mmol) was then added to the cold stirring solution. The reaction was stirred at −78° C. for 15 minutes, followed by the addition of a solution of tert-butyl 5-methoxy-2,2-dimethylpyrrolidine-1-carboxylate (1.00 g, 4.36 mmol, see Example F) in DCM (10 mL). The reaction was then warmed to −10° C. and stirred for ... Reactants: N(=O)[O-].[Na+] (sodium nitrite), C(C)O (Ethanol), BrC1=C(C(=CC(=C1)F)[N+](=O)[O-])N (2-bromo-4-fluoro-6-nitrophenylamine), ferrous sulfate heptahydrate, N(=O)[O-].[Na+] (sodium nitrite). The yield is 97.1%. Product: BrC1=CC(=CC(=C1)[N+](=O)[O-])F (1-bromo-3-fluoro-5-nitrobenzene). Procedure: A mixture of 2-bromo-4-fluoro-6-nitrophenylamine (55 g, 234 mmol) in 50% sulphuric acid (500 mL) was cooled to 0° C. then treated dropwise with a solution of sodium nitrite (22.6 g, 328 mmol) in water (100 mL) keeping the internal temperature <5° C. Following the addition of the sodium nitrite the reaction was stirred at <5° C. for 1 h. Ethanol (75 mL) was then added followed by ferrous sulfate heptahydrate (32.5 g, 117 mmol) and the reaction stirred at ambient temperature for 2 h. The reaction ... The solvent is O (water), O (water), S(O)(O)(=O)=O (sulphuric acid). RXN SMILES: [Br:1][C:2]1[CH:7]=[C:6]([F:8])[CH:5]=[C:4]([N+:9]([O-:11])=[O:10])[C:3]=1N.N([O-])=O.[Na+].C(O)C>S(=O)(=O)(O)O.O>[Br:1][C:2]1[CH:3]=[C:4]([N+:9]([O-:11])=[O:10])[CH:5]=[C:6]([F:8])[CH:7]=1 |f:1.2|. Conditions: temperature 0 celsius, time 1 hour. Starting materials: FC1=CC=C(C[C@H]2CN(CCC2)C(=O)[C@H]2[C@@H](COCC2)N[C@H](C)C2=CC=CC=C2)C=C1 ([(S)-3-(4-Fluoro-benzyl)-piperidin-1-yl]-[(3S,4R)-3-((R)-1-phenyl-ethylamino)-tetrahydro-pyran-4-yl]-methanone). The reagents and catalysts are [OH-].[Pd+2].[OH-] (palladium hydroxide). The solvent is C(C)O (ethanol). Conditions: time 20 hour. Product: FC1=CC=C(C[C@H]2CN(CCC2)C(=O)[C@H]2[C@@H](COCC2)N)C=C1 ([(S)-3-(4-Fluoro-benzyl)-piperidin-1-yl]-[(3S,4R)-3-aminotetrahydro-pyran-4-yl]-methanone). Yield: 96.4%. RXN SMILES: [F:1][C:2]1[CH:31]=[CH:30][C:5]([CH2:6][C@@H:7]2[CH2:12][CH2:11][CH2:10][N:9]([C:13]([C@@H:15]3[CH2:20][CH2:19][O:18][CH2:17][C@H:16]3[NH:21][C@@H](C3C=CC=CC=3)C)=[O:14])[CH2:8]2)=[CH:4][CH:3]=1>[OH-].[Pd+2].[OH-].C(O)C>[F:1][C:2]1[CH:3]=[CH:4][C:5]([CH2:6][C@@H:7]2[CH2:12][CH2:11][CH2:10][N:9]([C:13]([C@@H:15]3[CH2:20][CH2:19][O:18][CH2:17][C@H:16]3[NH2:21])=[O:14])[CH2:8]2)=[CH:30][CH:31]=1 |f:1.2.3|. Procedure details: [(S)-3-(4-Fluoro-benzyl)-piperidin-1-yl]-[(3S,4R)-3-((R)-1-phenyl-ethylamino)-tetrahydro-pyran-4-yl]-methanone (1.10 g, 2.6 mmol), palladium hydroxide (20 weight % on carbon, dry basis; 440 mg) and ethanol (40 mL) were combined in a pressure bottle and shaken under a hydrogen atmosphere (55-60 psig) for 20 h. The mixture was filtered through Celite, and the solids were washed thoroughly with ethanol. The filtrate was concentrated to give the product as a glassy foam (803 mg, 96%), used without f... Starting materials: [Al+3], C1CCOC1, [H-], [H-], [H-], [H-], [Li+], Nc1ccc2c(c1)CCC(C(=O)O)O2. Yields the product Nc1ccc2c(c1)CCC(CO)O2. Reaction SMILES: [Al+3:16].[CH2:21]1[O:22][CH2:23][CH2:24][CH2:25]1.[H-:15].[H-:18].[H-:19].[H-:20].[Li+:17].[NH2:1][c:2]1[cH:3][c:4]2[c:9]([cH:10][cH:11]1)[O:8][CH:7]([C:12](=[O:13])[OH:14])[CH2:6][CH2:5]2>>[NH2:1][c:2]1[cH:3][c:4]2[c:9]([cH:10][cH:11]1)[O:8][CH:7]([CH2:12][OH:13])[CH2:6][CH2:5]2. Reactants: ClC1=C(C=C(N)C=C1)C1=NC=CC=C1 (4-chloro-3-(pyridine-2-yl)aniline), ClC1=C(C(=O)O)C=CC(=C1)S(=O)(=O)C[C@H](C1=CC=CC=C1)O ((S)-2-chloro-4-(2-hydroxy-2-phenylethylsulfonyl)benzoic acid). Product: ClC1=C(C(=O)NC2=CC(=C(C=C2)Cl)C2=NC=CC=C2)C=CC(=C1)S(=O)(=O)C[C@H](C1=CC=CC=C1)O ((S)-2-chloro-N-(4-chloro-3-(pyridin-2-yl)phenyl)-4-(2-hydroxy-2-phenylethylsulfonyl)benzamide). RXN SMILES: [Cl:1][C:2]1[CH:8]=[CH:7][C:5]([NH2:6])=[CH:4][C:3]=1[C:9]1[CH:14]=[CH:13][CH:12]=[CH:11][N:10]=1.[Cl:15][C:16]1[CH:24]=[C:23]([S:25]([CH2:28][C@@H:29]([OH:36])[C:30]2[CH:35]=[CH:34][CH:33]=[CH:32][CH:31]=2)(=[O:27])=[O:26])[CH:22]=[CH:21][C:17]=1[C:18](O)=[O:19]>>[Cl:15][C:16]1[CH:24]=[C:23]([S:25]([CH2:28][C@@H:29]([OH:36])[C:30]2[CH:31]=[CH:32][CH:33]=[CH:34][CH:35]=2)(=[O:26])=[O:27])[CH:22]=[CH:21][C:17]=1[C:18]([NH:6][C:5]1[CH:7]=[CH:8][C:2]([Cl:1])=[C:3]([C:9]2[CH:14]=[CH:13][CH:12]=[CH:11][N:10]=2)[CH:4]=1)=[O:19]. Reported procedure: 119 mg of (S)-styrene oxide was reacted with methyl 2-chloro-4-mercaptobenzoate via Procedure S to afford (S)-methyl 2-chloro-4-(2-hydroxy-2-phenylethylthio)benzoate. 230 mg of (S)-methyl-2-chloro-4-(2-hydroxy-2-phenylethylthio)benzoate was hydrolyzed via Procedure M to give (S)-2-chloro-4-(2-hydroxy-2-phenylethylthio)benzoic acid. 180 mg of (S)-2-chloro-4-(2-hydroxy-2-phenylethylthio)benzoic acid was reacted via Procedure R to give (S)-2-chloro-4-(2-hydroxy-2-phenylethylsulfonyl)benzoic acid. 6...